Dataset: the Open Reaction Database (ORD), a public repository of structured organic reaction records. Task: describe an organic reaction: reactants, conditions, products, and yield Reactants: COC(C1=C(C=CC=C1)OC1=C(C(=CC=C1)OCCCOC1=C(C=C(C(=C1)OCC1=CC=CC=C1)Br)CC)CCC)=O (2-{3-[3-(5-benzyloxy-4-bromo-2-ethylphenoxy)propoxy]-2-propylphenoxy}-benzoic acid methyl ester), O1C=C(C=C1)B(O)O (furan-3-boronic acid), C([O-])([O-])=O.[Na+].[Na+] (sodium carbonate). The reagents and catalysts are C=1C=CC(=CC1)[P](C=2C=CC=CC2)(C=3C=CC=CC3)[Pd]([P](C=4C=CC=CC4)(C=5C=CC=CC5)C=6C=CC=CC6)([P](C=7C=CC=CC7)(C=8C=CC=CC8)C=9C=CC=CC9)[P](C=1C=CC=CC1)(C=1C=CC=CC1)C=1C=CC=CC1 (tetrakis(triphenylphosphine)palladium(0)). The solvent is O1CCCC1 (tetrahydrofuran), O (water). Conditions: temperature 100 celsius. The product is O.[Na+].C(C)C1=C(OCCCOC=2C(=C(OC3=C(C(=O)[O-])C=CC=C3)C=CC2)CCC)C=C(C(=C1)C1COCC1)O.C(C)C1=C(OCCCOC=2C(=C(OC3=C(C(=O)[O-])C=CC=C3)C=CC2)CCC)C=C(C(=C1)C1COCC1)O.[Na+] (2-(3-{3-[2-Ethyl-5-hydroxy-4-(tetrahydrofuran-3-yl)phenoxy]propoxy}-2-propylphenoxy)benzoic acid sodium salt hemihydrate). Yield: 65.0%. Reaction SMILES: C[O:2][C:3](=[O:42])[C:4]1[CH:9]=[CH:8][CH:7]=[CH:6][C:5]=1[O:10][C:11]1[CH:16]=[CH:15][CH:14]=[C:13]([O:17][CH2:18][CH2:19][CH2:20][O:21][C:22]2[CH:27]=[C:26]([O:28]CC3C=CC=CC=3)[C:25](Br)=[CH:24][C:23]=2[CH2:37][CH3:38])[C:12]=1[CH2:39][CH2:40][CH3:41].[O:43]1[CH:47]=[CH:46][C:45](B(O)O)=[CH:44]1.C(=O)([O-])[O-].[Na+:55].[Na+]>O1CCCC1.O.C1C=CC([P]([Pd]([P](C2C=CC=CC=2)(C2C=CC=CC=2)C2C=CC=CC=2)([P](C2C=CC=CC=2)(C2C=CC=CC=2)C2C=CC=CC=2)[P](C2C=CC=CC=2)(C2C=CC=CC=2)C2C=CC=CC=2)(C2C=CC=CC=2)C2C=CC=CC=2)=CC=1>[OH2:2].[Na+:55].[CH2:37]([C:23]1[CH:24]=[C:25]([CH:45]2[CH2:46][CH2:47][O:43][CH2:44]2)[C:26]([OH:28])=[CH:27][C:22]=1[O:21][CH2:20][CH2:19][CH2:18][O:17][C:13]1[C:12]([CH2:39][CH2:40][CH3:41])=[C:11]([CH:16]=[CH:15][CH:14]=1)[O:10][C:5]1[CH:6]=[CH:7][CH:8]=[CH:9][C:4]=1[C:3]([O-:42])=[O:2])[CH3:38].[CH2:37]([C:23]1[CH:24]=[C:25]([CH:45]2[CH2:46][CH2:47][O:43][CH2:44]2)[C:26]([OH:28])=[CH:27][C:22]=1[O:21][CH2:20][CH2:19][CH2:18][O:17][C:13]1[C:12]([CH2:39][CH2:40][CH3:41])=[C:11]([CH:16]=[CH:15][CH:14]=1)[O:10][C:5]1[CH:6]=[CH:7][CH:8]=[CH:9][C:4]=1[C:3]([O-:42])=[O:2])[CH3:38].[Na+:55] |f:2.3.4,8.9.10.11.12,^1:66,68,87,106|. Procedure: A mixture of 2-{3-[3-(5-benzyloxy-4-bromo-2-ethylphenoxy)propoxy]-2-propylphenoxy}-benzoic acid methyl ester (3.00 g, 4.73 mmol), furan-3-boronic acid (1.06 g, 9.47 mmol), tetrakis(triphenylphosphine)palladium(0) (0.54 g, 0.47 mmol), and 2 M aqueous sodium carbonate solution (20 mL) in tetrahydrofuran (40 mL) was heated at 100° C. for 48 h. The mixture was cooled to room temperature, diluted with water, and extracted with ethyl acetate. The organic layer was separated, washed once with water, on... Reactants: O (water), C(C1=CC=CC=C1)N1CCC(CC1)C=O (1-benzyl-4-formylpiperidine), C(#N)CP(OCC)(OCC)=O (diethyl cyanomethylphosphonate), [H-].[Na+] (sodium hydride). Solvent: O1CCCC1 (tetrahydrofuran), O1CCCC1 (tetrahydrofuran). Yields the product C(C1=CC=CC=C1)N1CCC(CC1)/C=C/C#N ((E)-3-(1-benzylpiperidin-4-yl)-2-propenenitrile). The yield is 109.8%. RXN SMILES: [CH2:1]([N:8]1[CH2:13][CH2:12][CH:11]([CH:14]=O)[CH2:10][CH2:9]1)[C:2]1[CH:7]=[CH:6][CH:5]=[CH:4][CH:3]=1.[C:16]([CH2:18]P(=O)(OCC)OCC)#[N:17].[H-].[Na+].O>O1CCCC1>[CH2:1]([N:8]1[CH2:13][CH2:12][CH:11](/[CH:14]=[CH:18]/[C:16]#[N:17])[CH2:10][CH2:9]1)[C:2]1[CH:7]=[CH:6][CH:5]=[CH:4][CH:3]=1 |f:2.3|. Reported procedure: A solution of 1-benzyl-4-formylpiperidine (4.5 g) in tetrahydrofuran (20 ml) was added dropwise to a suspension of diethyl cyanomethylphosphonate (4.31 g) and sodium hydride (0.97 g, 60% suspension in oil) in tetrahydrofuran (30 ml) at 0° C. under stirring. After stirring for 1 hour at ambient temperature, the mixture was poured into water and extracted with ethyl acetate. The extract was washed with water and brine and dried over magnesium sulfate, and evaporated in vacuo to give (E)-3-(1-benzy... Yield: 97.0%. Starting materials: C(C)[Mg]Br (Ethylmagnesium bromide), COC(C1=CC(=C(C=C1)Br)C)=O (4-bromo-3-methylbenzoic acid methyl ester), O1CCCC1 (tetrahydrofuran), [Cl-].[NH4+] (ammonium chloride). RXN SMILES: [CH2:1]([Mg]Br)[CH3:2].CO[C:7](=[O:16])[C:8]1[CH:13]=[CH:12][C:11]([Br:14])=[C:10]([CH3:15])[CH:9]=1.[Cl-].[NH4+].O1CC[CH2:21][CH2:20]1>>[Br:14][C:11]1[CH:12]=[CH:13][C:8]([C:7]([OH:16])([CH2:1][CH3:2])[CH2:20][CH3:21])=[CH:9][C:10]=1[CH3:15] |f:2.3|. Product: BrC1=C(C=C(C=C1)C(CC)(CC)O)C (3-(4-bromo-3-methyl-phenyl)-pentan-3-ol). Reported procedure: Ethylmagnesium bromide (3 M solution in diethyl ether, 73 mL, 218.3 mmol) was added to a solution of 4-bromo-3-methylbenzoic acid methyl ester (20 g, 87.31 mmol) in tetrahydrofuran (120 mL) in a nitrogen atmosphere at 0° C., and the mixture was stirred at 0° C. for one hour. The reaction mixture was then poured into a saturated aqueous ammonium chloride solution, followed by extraction with ethyl acetate. The organic layer was dried over anhydrous magnesium sulfate, filtered and concentrated und... Conditions: temperature 0 celsius, time 1 hour. Starting materials: C(C)(C)(C)C1=CC=C(OCC(=O)N[C@H](C)C2=CC=C(C=C2)[N+](=O)[O-])C=C1 (2-(4-tert-butylphenoxy)-N-[(1R)-1-(4-nitrophenyl)ethyl]acetamide). Reagents/catalysts: [Pd] (Pd—C). The solvent is CO (methanol). Reaction conditions: time 1 hour. Yields the product NC1=CC=C(C=C1)[C@@H](C)NC(COC1=CC=C(C=C1)C(C)(C)C)=O (N-[(1R)-1-(4-Aminophenyl)ethyl]-2-(4-tert-butylPhenoxy)acetamide). The yield is 128.7%. Reaction SMILES: [C:1]([C:5]1[CH:26]=[CH:25][C:8]([O:9][CH2:10][C:11]([NH:13][C@@H:14]([C:16]2[CH:21]=[CH:20][C:19]([N+:22]([O-])=O)=[CH:18][CH:17]=2)[CH3:15])=[O:12])=[CH:7][CH:6]=1)([CH3:4])([CH3:3])[CH3:2]>CO.[Pd]>[NH2:22][C:19]1[CH:20]=[CH:21][C:16]([C@H:14]([NH:13][C:11](=[O:12])[CH2:10][O:9][C:8]2[CH:7]=[CH:6][C:5]([C:1]([CH3:4])([CH3:3])[CH3:2])=[CH:26][CH:25]=2)[CH3:15])=[CH:17][CH:18]=1. Reported procedure: A mixture of 2-(4-tert-butylphenoxy)-N-[(1R)-1-(4-nitrophenyl)ethyl]acetamide (360 mg, 1.0 mmol) and 10% Pd—C (50 mg) in methanol (10 ml) was stirred under H2 balloon pressure for 1 hour at ambient temperature. Then, filtration to remove 10% Pd—C, evaporation gave 420 mg of the title compound as yellow oil. The reactants are C(C)(C)(C)OC(=O)N1CCC(CC1)NC=1SC2=C(N1)C(CCC2)C2=CC=CC=C2 (4-(4-phenyl-4,5,6,7-tetrahydro-benzothiazol-2-ylamino)-piperidine-1-carboxylic acid tert-butyl ester), Cl (HCl). Run in C(Cl)Cl (methylene chloride), C(C)OCC (diethyl ether). The product is Cl.Cl.C1(=CC=CC=C1)C1CCCC2=C1N=C(S2)NC2CCNCC2 ((4-Phenyl-4,5,6,7-tetrahydro-benzothiazol-2-yl)-piperidin-4-yl-amine dihydrochloride), solid. The yield is 90.0%. RXN SMILES: C(OC([N:8]1[CH2:13][CH2:12][CH:11]([NH:14][C:15]2[S:16][C:17]3[CH2:23][CH2:22][CH2:21][CH:20]([C:24]4[CH:29]=[CH:28][CH:27]=[CH:26][CH:25]=4)[C:18]=3[N:19]=2)[CH2:10][CH2:9]1)=O)(C)(C)C.[ClH:30]>C(Cl)Cl.C(OCC)C>[ClH:30].[ClH:30].[C:24]1([CH:20]2[C:18]3[N:19]=[C:15]([NH:14][CH:11]4[CH2:10][CH2:9][NH:8][CH2:13][CH2:12]4)[S:16][C:17]=3[CH2:23][CH2:22][CH2:21]2)[CH:29]=[CH:28][CH:27]=[CH:26][CH:25]=1 |f:4.5.6|. Reported procedure: To a solution of 4-(4-phenyl-4,5,6,7-tetrahydro-benzothiazol-2-ylamino)-piperidine-1-carboxylic acid tert-butyl ester (1.575 g, 3.8 mmol) in methylene chloride (13.8 mL) was added 2 M HCl solution in diethyl ether (6.9 mL). The reaction was stirred at room temperature over the weekend. The solvent was removed under reduced pressure and the residue was treated with diethyl ether and evaporated. The title compound was obtained as a light yellow solid (1.32 g, 90%). The reactants are O=C([O-])O, CC(=O)[O-], CC(=O)[O-], CC(C)(C)[O-], CN(C)C=O, Cc1cccc(C(=O)Nc2cccc(C(C)Nc3cncc(Cl)n3)c2)c1, [Na+], [Na+], [Pd+2], c1c[nH]cn1. Yields the product Cc1cccc(C(=O)Nc2cccc(C(C)Nc3cncc(-n4ccnc4)n3)c2)c1. Reaction SMILES: [C:43](=[O:44])([O-:45])[OH:46].[C:48]([O-:49])(=[O:50])[CH3:51].[C:53]([O-:54])(=[O:55])[CH3:56].[CH3:32][C:33]([CH3:34])([O-:35])[CH3:36].[CH:38]([N:39]([CH3:40])[CH3:41])=[O:42].[Cl:1][c:2]1[cH:3][n:4][cH:5][c:6]([NH:8][CH:9]([CH3:10])[c:11]2[cH:12][c:13]([NH:17][C:18]([c:19]3[cH:20][c:21]([CH3:25])[cH:22][cH:23][cH:24]3)=[O:26])[cH:14][cH:15][cH:16]2)[n:7]1.[Na+:37].[Na+:47].[Pd+2:52].[nH:27]1[cH:28][n:29][cH:30][cH:31]1>>[c:2]1(-[n:27]2[cH:28][n:29][cH:30][cH:31]2)[cH:3][n:4][cH:5][c:6]([NH:8][CH:9]([CH3:10])[c:11]2[cH:12][c:13]([NH:17][C:18]([c:19]3[cH:20][c:21]([CH3:25])[cH:22][cH:23][cH:24]3)=[O:26])[cH:14][cH:15][cH:16]2)[n:7]1. The reactants are CCN(CC)CC(=O)N1c2cc(Br)c(Br)cc2-n2c(n[nH]c2=O)-c2cccnc21, CCCCl, CN(C)C=O, [H-], [Na+], Cc1ccccc1C. The product is CCCn1nc2n(c1=O)-c1cc(Br)c(Br)cc1N(C(=O)CN(CC)CC)c1ncccc1-2. Reaction SMILES: [Br:1][c:2]1[cH:3][c:4]2[c:5]([cH:27][c:28]1[Br:29])[N:6]([C:19]([CH2:20][N:21]([CH2:22][CH3:23])[CH2:24][CH3:25])=[O:26])[c:7]1[c:8]([cH:15][cH:16][cH:17][n:18]1)-[c:9]1[n:10]-2[c:11](=[O:14])[nH:12][n:13]1.[CH2:32]([CH2:33][CH3:34])[Cl:35].[CH3:36][N:37]([CH3:38])[CH:39]=[O:40].[H-:30].[Na+:31].[c:41]1([CH3:42])[c:43]([CH3:44])[cH:45][cH:46][cH:47][cH:48]1>>[Br:1][c:2]1[cH:3][c:4]2[c:5]([cH:27][c:28]1[Br:29])[N:6]([C:19]([CH2:20][N:21]([CH2:22][CH3:23])[CH2:24][CH3:25])=[O:26])[c:7]1[c:8]([cH:15][cH:16][cH:17][n:18]1)-[c:9]1[n:10]-2[c:11](=[O:14])[n:12]([CH2:32][CH2:33][CH3:34])[n:13]1. Starting materials: CC=1C(=CC=2C(CCC(C2C1)(C)C)=O)C(=C[Si](C)(C)C)C1=CC=C(C(=O)OCC)C=C1 (ethyl 4-[1-(5,6,7,8-tetrahydro-3,5,5-trimethyl-8-oxo-2naphthalenyl)-2-trimethylsilyl-ethenyl]benzoate), FC(C(=O)O)(F)F (trifluoroacetic acid). Solvent: C1(=CC=CC=C1)C (toluene), ClCCl (dichloromethane). Conditions: time 18 hour. Yields the product CC=1C(=CC=2C(CCC(C2C1)(C)C)=O)C(=C)C1=CC=C(C(=O)OCC)C=C1 (Ethyl 4-[1-(5,6,7,8-tetrahydro-3,5,5-trimethyl-8-oxo-2-naphthalenyl)-ethenyl]benzoate). As a reaction SMILES: [CH3:1][C:2]1[C:3]([C:15]([C:21]2[CH:31]=[CH:30][C:24]([C:25]([O:27][CH2:28][CH3:29])=[O:26])=[CH:23][CH:22]=2)=[CH:16][Si](C)(C)C)=[CH:4][C:5]2[C:6](=[O:14])[CH2:7][CH2:8][C:9]([CH3:13])([CH3:12])[C:10]=2[CH:11]=1.FC(F)(F)C(O)=O>ClCCl.C1(C)C=CC=CC=1>[CH3:1][C:2]1[C:3]([C:15]([C:21]2[CH:22]=[CH:23][C:24]([C:25]([O:27][CH2:28][CH3:29])=[O:26])=[CH:30][CH:31]=2)=[CH2:16])=[CH:4][C:5]2[C:6](=[O:14])[CH2:7][CH2:8][C:9]([CH3:12])([CH3:13])[C:10]=2[CH:11]=1. Procedure details: A solution of ethyl 4-[1-(5,6,7,8-tetrahydro-3,5,5-trimethyl-8-oxo-2naphthalenyl)-2-trimethylsilyl-ethenyl]benzoate (12.0 g, 27.6 mmol) in dichloromethane (900 mL) was treated with trifluoroacetic acid (100 mL) at 0° C. The mixture was stirred for 18 hours and allowed to reach room temperature. The mixture was diluted with toluene (˜100 mL) and concentrated. The residue was purified by silica gel chromatography (8×15 cm, 0 to 5% ethyl acetate/toluene) to afford the title material as a yellowish ... Starting materials: Brc1ccccc1, COc1ccc2cc(C(=O)c3cn(C(c4ccccc4)(c4ccccc4)c4ccccc4)cn3)ccc2c1. Yields the product COc1ccc2cc(C(O)(c3ccccc3)c3cn(C(c4ccccc4)(c4ccccc4)c4ccccc4)cn3)ccc2c1. RXN SMILES: [Br:1][c:2]1[cH:3][cH:4][cH:5][cH:6][cH:7]1.[CH3:8][O:9][c:10]1[cH:11][c:12]2[cH:13][cH:14][c:15]([C:20](=[O:21])[c:22]3[n:23][cH:24][n:25]([C:27]([c:28]4[cH:29][cH:30][cH:31][cH:32][cH:33]4)([c:34]4[cH:35][cH:36][cH:37][cH:38][cH:39]4)[c:40]4[cH:41][cH:42][cH:43][cH:44][cH:45]4)[cH:26]3)[cH:16][c:17]2[cH:18][cH:19]1>>[c:2]1([C:20]([c:15]2[cH:14][cH:13][c:12]3[cH:11][c:10]([O:9][CH3:8])[cH:19][cH:18][c:17]3[cH:16]2)([OH:21])[c:22]2[n:23][cH:24][n:25]([C:27]([c:28]3[cH:29][cH:30][cH:31][cH:32][cH:33]3)([c:34]3[cH:35][cH:36][cH:37][cH:38][cH:39]3)[c:40]3[cH:41][cH:42][cH:43][cH:44][cH:45]3)[cH:26]2)[cH:3][cH:4][cH:5][cH:6][cH:7]1. Reactants: CO, COc1ccc(C(=O)Nc2c(C)c(C)c3c(c2C)C(c2ccc(F)cc2)C(C)(C)O3)cc1. The product is COc1ccc(CNc2c(C)c(C)c3c(c2C)C(c2ccc(F)cc2)C(C)(C)O3)cc1. Reaction SMILES: [CH3:33][OH:34].[F:1][c:2]1[cH:3][cH:4][c:5]([CH:8]2[C:9]([CH3:31])([CH3:32])[O:10][c:11]3[c:12]2[c:13]([CH3:30])[c:14]([NH:19][C:20]([c:21]2[cH:22][cH:23][c:24]([O:27][CH3:28])[cH:25][cH:26]2)=[O:29])[c:15]([CH3:18])[c:16]3[CH3:17])[cH:6][cH:7]1>>[F:1][c:2]1[cH:3][cH:4][c:5]([CH:8]2[C:9]([CH3:31])([CH3:32])[O:10][c:11]3[c:12]2[c:13]([CH3:30])[c:14]([NH:19][CH2:20][c:21]2[cH:22][cH:23][c:24]([O:27][CH3:28])[cH:25][cH:26]2)[c:15]([CH3:18])[c:16]3[CH3:17])[cH:6][cH:7]1.